From a dataset of the Open Reaction Database (ORD), a public repository of structured organic reaction records. describe an organic reaction: reactants, conditions, products, and yield Reactants: C1(=CC(=CC=C1)C(=O)Cl)C (m-toluoyl chloride), [Cl-].[Al+3].[Cl-].[Cl-] (aluminum chloride). Solvent: ClC1=CC=CC=C1 (chlorobenzene). Conditions: temperature 80 celsius, time 15 hour. Product: ClC1=CC=C(C(=O)C=2C=C(C=CC2)C)C=C1 (3-(4-chlorobenzoyl) toluene). Isolated yield 122.6%. As a reaction SMILES: [C:1]1([CH3:10])[CH:6]=[CH:5][CH:4]=[C:3]([C:7](Cl)=[O:8])[CH:2]=1.[Cl-:11].[Al+3].[Cl-].[Cl-]>ClC1C=CC=CC=1>[Cl:11][C:1]1[CH:6]=[CH:5][C:4]([C:7]([C:3]2[CH:2]=[C:1]([CH3:10])[CH:6]=[CH:5][CH:4]=2)=[O:8])=[CH:3][CH:2]=1 |f:1.2.3.4|. Reported procedure: A stirred solution of m-toluoyl chloride (10.0 g, 64.7 mmol) in chlorobenzene (13.2 ml) at 80° C. was treated with aluminum chloride (8.63 g, 64.7 mmol) in portions over 30 minutes. The mixture was stirred 15 hours at 80° C., cooled to ambient temperature, stirred 16 hours, and quenched by addition of ice and concentrated hydrochloric acid (5.0 ml). The mixture was extracted three times with dichloromethane, and the combined extracts were washed with water, dried over anhydrous magnesium sulfate... The reactants are C1(C=2C(C(N1)=O)=CC=CC2)=O.[K] (potassium phthalimide), COCCOCCOC(C)I (2-methoxyethoxyethoxy-1-iodoethane), CN(C=O)C (dimethylformamide), resultant mixture, resultant mixture. Solvent: C(C)(=O)OCC (ethyl acetate). Run at time 3 hour. Yields the product COCCOCCOCCN1C(C=2C(C1=O)=CC=CC2)=O (N-methoxyethoxyethoxyethylphthalimide). Reaction SMILES: [C:1]1(=[O:11])[NH:5][C:4](=[O:6])[C:3]2=[CH:7][CH:8]=[CH:9][CH:10]=[C:2]12.[K].[CH3:13][O:14][CH2:15][CH2:16][O:17][CH2:18][CH2:19][O:20][CH:21](I)[CH3:22].CN(C)C=O>C(OCC)(=O)C>[CH3:13][O:14][CH2:15][CH2:16][O:17][CH2:18][CH2:19][O:20][CH2:21][CH2:22][N:5]1[C:1](=[O:11])[C:2]2=[CH:10][CH:9]=[CH:8][CH:7]=[C:3]2[C:4]1=[O:6] |f:0.1,^1:11|. Reported procedure: 1.3 g of potassium phthalimide, 2-methoxyethoxyethoxy-1-iodoethane and 5 ml of dimethylformamide were fed into a 100 ml short-neck flask provided with a reflux condenser. The resultant mixture was heated at 90° c. for 3 hours. 100 ml of ethyl acetate was added thereto and the resultant mixture was cooled to room temperature. White precipitates thus obtained were suction-filtered, and the filtrate was washed with 100 ml of water. The obtained ethyl acetate layer was dried over magnesium sulfate, ... Starting materials: sodium sulfate 10-hydrate, S(=O)(=O)([O-])[O-].[Na+].[Na+] (sodium sulfate), C(C)(C)N(C(OC(CC1=C(C=CC=C1)F)C)=O)C(C)C (2-(2-fluorophenyl)-1-methylethyl diisopropylcarbamate), solution, [H-].C(C(C)C)[Al+]CC(C)C (diisobutylaluminum hydride). The solvent is C1CCOC1 (THF), C1CCOC1 (THF). Reaction conditions: time 8 hour. The product is FC1=C(C=CC=C1)CC(C)O ((+)-1-(2-fluorophenyl)propan-2-ol). Yield: 76.6%. As a reaction SMILES: C(N(C(C)C)C(=O)[O:6][CH:7]([CH3:16])[CH2:8][C:9]1[CH:14]=[CH:13][CH:12]=[CH:11][C:10]=1[F:15])(C)C.[H-].C([Al+]CC(C)C)C(C)C.S([O-])([O-])(=O)=O.[Na+].[Na+]>C1COCC1>[F:15][C:10]1[CH:11]=[CH:12][CH:13]=[CH:14][C:9]=1[CH2:8][CH:7]([OH:6])[CH3:16] |f:1.2,3.4.5|. Reported procedure: Under a nitrogen atmosphere, to a solution of 5.11 g (18.2 mmol) of 2-(2-fluorophenyl)-1-methylethyl diisopropylcarbamate in THF, a 1.0M solution of 182 ml (182 mmol) of diisobutylaluminum hydride in THF was added dropwise. The reaction mixture was stirred overnight at room temperature and sodium sulfate 10-hydrate was slowly added until no effervescence was observed. After addition of the sodium sulfate, the mixture was filtered, the filtrate was distilled off and purified by silica gel column ... The reactants are C=CCC(CCCCCCC)C(=O)N1C(=O)OCC1Cc1ccccc1, C1CCOC1, [Li+], [OH-], O, O, OO. Product: C=CCC(CCCCCCC)C(=O)O. RXN SMILES: [CH2:1]([CH:2]1[CH2:3][O:4][C:5](=[O:6])[N:7]1[C:14]([CH:15]([CH2:16][CH:17]=[CH2:18])[CH2:19][CH2:20][CH2:21][CH2:22][CH2:23][CH2:24][CH3:25])=[O:26])[c:8]1[cH:9][cH:10][cH:11][cH:12][cH:13]1.[CH2:32]1[O:33][CH2:34][CH2:35][CH2:36]1.[Li+:30].[OH-:29].[OH2:31].[OH2:37].[OH:27][OH:28]>>[C:14]([CH:15]([CH2:16][CH:17]=[CH2:18])[CH2:19][CH2:20][CH2:21][CH2:22][CH2:23][CH2:24][CH3:25])([OH:26])=[O:27]. The reactants are ClC(Cl)Cl, O=S(=O)(Cl)c1ccc(Nc2ccnc3cc(Cl)ccc23)cc1, Cl, CCN1CCCC1CN, [Na+], [Na+], O=C([O-])[O-]. Yields the product CCN1CCCC1CNS(=O)(=O)c1ccc(Nc2ccnc3cc(Cl)ccc23)cc1. RXN SMILES: [CH:39]([Cl:40])([Cl:41])[Cl:42].[Cl:2][c:3]1[cH:4][cH:5][c:6]2[c:7]([NH:13][c:14]3[cH:15][cH:16][c:17]([S:20](=[O:21])(=[O:22])[Cl:23])[cH:18][cH:19]3)[cH:8][cH:9][n:10][c:11]2[cH:12]1.[ClH:1].[NH2:30][CH2:31][CH:32]1[N:33]([CH2:37][CH3:38])[CH2:34][CH2:35][CH2:36]1.[Na+:24].[Na+:25].[O-:26][C:27](=[O:28])[O-:29]>>[Cl:2][c:3]1[cH:4][cH:5][c:6]2[c:7]([NH:13][c:14]3[cH:15][cH:16][c:17]([S:20](=[O:21])(=[O:22])[NH:30][CH2:31][CH:32]4[N:33]([CH2:37][CH3:38])[CH2:34][CH2:35][CH2:36]4)[cH:18][cH:19]3)[cH:8][cH:9][n:10][c:11]2[cH:12]1.